Task: describe an organic reaction: reactants, conditions, products, and yield. Dataset: the Open Reaction Database (ORD), a public repository of structured organic reaction records The reactants are ClC1=CC(=C(C=C1)NC1=C(C=NC=2N1N=CC2S(NCC)(=O)=O)C(=O)OCC)C (Ethyl 7-(4-chloro-2-methylphenylamino)-3-(N-ethylsulfamoyl)pyrazolo[1,5-a]pyrimidine-6-carboxylate), FC1=CC=C(C=C1)C1CCNCC1 (4-(4-fluorophenyl)piperidine). The product is C(C)NS(=O)(=O)C=1C=NN2C1N=CC(=C2NC2=C(C=C(C=C2)Cl)C)C(=O)N2CCC(CC2)C2=CC=C(C=C2)F (N-ethyl-7-(4-chloro-2-methylphenylamino)-6-[4-(4-fluorophenyl)piperidine-1-carbonyl]pyrazolo[1,5-a]pyrimidine-3-sulfonamide). Yield: 6.6%. Reaction SMILES: [Cl:1][C:2]1[CH:7]=[CH:6][C:5]([NH:8][C:9]2[N:14]3[N:15]=[CH:16][C:17]([S:18](=[O:23])(=[O:22])[NH:19][CH2:20][CH3:21])=[C:13]3[N:12]=[CH:11][C:10]=2[C:24](OCC)=[O:25])=[C:4]([CH3:29])[CH:3]=1.[F:30][C:31]1[CH:36]=[CH:35][C:34]([CH:37]2[CH2:42][CH2:41][NH:40][CH2:39][CH2:38]2)=[CH:33][CH:32]=1>>[CH2:20]([NH:19][S:18]([C:17]1[CH:16]=[N:15][N:14]2[C:9]([NH:8][C:5]3[CH:6]=[CH:7][C:2]([Cl:1])=[CH:3][C:4]=3[CH3:29])=[C:10]([C:24]([N:40]3[CH2:41][CH2:42][CH:37]([C:34]4[CH:33]=[CH:32][C:31]([F:30])=[CH:36][CH:35]=4)[CH2:38][CH2:39]3)=[O:25])[CH:11]=[N:12][C:13]=12)(=[O:22])=[O:23])[CH3:21]. Procedure details: Using ethyl 7-(4-chloro-2-methylphenylamino)-3-(N-ethylsulfamoyl)pyrazolo[1,5-a]pyrimidine-6-carboxylate (0.33 g, 0.77 mmol) obtained in step 3 and 4-(4-fluorophenyl)piperidine (0.26 g, 1.44 mmol) instead of 4-phenylpiperidine, and in the same manner as in Example 1 step 4, the title compound (0.029 g, 6%) was obtained. The reactants are CC(C)(C)OC(=O)Nc1ccc(-c2ccc(F)cc2)cc1NC(=O)CC(=O)c1sccc1Cl, ClCCl, O=C(O)C(F)(F)F. The product is O=C1CC(c2sccc2Cl)=Nc2ccc(-c3ccc(F)cc3)cc2N1. Reaction SMILES: [C:1]([O:2][C:3](=[O:4])[NH:7][c:8]1[c:9]([NH:21][C:22]([CH2:23][C:24](=[O:5])[c:26]2[s:27][cH:28][cH:29][c:30]2[Cl:31])=[O:32])[cH:10][c:11](-[c:14]2[cH:15][cH:16][c:17]([F:20])[cH:18][cH:19]2)[cH:12][cH:13]1)([CH3:6])([CH3:25])[CH3:33].[Cl:41][CH2:42][Cl:43].[F:34][C:35]([F:36])([F:37])[C:38]([OH:39])=[O:40]>>[N:7]1=[C:24]([c:26]2[s:27][cH:28][cH:29][c:30]2[Cl:31])[CH2:23][C:22](=[O:32])[NH:21][c:9]2[c:8]1[cH:13][cH:12][c:11](-[c:14]1[cH:15][cH:16][c:17]([F:20])[cH:18][cH:19]1)[cH:10]2. Starting materials: O=C1N(C(C2=CC=CC=C12)=O)C1C(N(C(CC1)=O)C(=O)OC(C)(C)C)=O (1,3-dioxo-2-(1-tert.-butoxycarbonyl-2,6-dioxopiperidin-3-yl)isoindoline), C(CCC)[Li] (n-butyl lithium), C1=CC=C(C=C1)S(=O)(=O)N(F)S(=O)(=O)C2=CC=CC=C2 (N-fluorobenzenesulfonimide). Solvent: O1CCCC1 (tetrahydrofuran). Conditions: time 20 minute. Product: O=C1N(C(C2=CC=CC=C12)=O)C1(C(NC(CC1)=O)=O)F (1,3-dioxo-2-(2,6-dioxo-3-fluoropiperidin-3-yl)isoindoline). Reaction SMILES: [O:1]=[C:2]1[C:10]2[C:5](=[CH:6][CH:7]=[CH:8][CH:9]=2)[C:4](=[O:11])[N:3]1[CH:12]1[CH2:17][CH2:16][C:15](=[O:18])[N:14](C(OC(C)(C)C)=O)[C:13]1=[O:26].C([Li])CCC.C1C=CC(S(N(S(C2C=CC=CC=2)(=O)=O)[F:42])(=O)=O)=CC=1>O1CCCC1>[O:1]=[C:2]1[C:10]2[C:5](=[CH:6][CH:7]=[CH:8][CH:9]=2)[C:4](=[O:11])[N:3]1[C:12]1([F:42])[CH2:17][CH2:16][C:15](=[O:18])[NH:14][C:13]1=[O:26]. Procedure details: To a stirred solution of 1,3-dioxo-2-(1-tert.-butoxycarbonyl-2,6-dioxopiperidin-3-yl)isoindoline (1.0 g, 2.8 mmol) in tetrahydrofuran (10 mL) is added n-butyl lithium (1.2 mL, 3.0 mmol, 2.5M) at -78° C. After 20 minutes, N-fluorobenzenesulfonimide (0-8 g, 3.2 mmol) is added to the mixture. The mixture is allowed to reach room temperature and the solvent then removed in vacuo. The residue is stirred with ethyl acetate (10 mL) and IN hydrochloric acid (10 mL) for one hour. The organic layer is sep... Starting materials: C([O-])([O-])=O.[K+].[K+] (potassium carbonate), BrC1CC(CC1)O (3-bromocyclopentanol), Cl.NC1=C2N=C(N=C2N(C=N1)CC1=CC(=C(C=C1)OC)O)C(C)C (6-amino-3-(3-hydroxy-4-methoxy-benzyl)-8-isopropyl-3H-purine hydrochloride), C([O-])([O-])=O.[K+].[K+] (potassium carbonate), Br[C@@H]1C[C@H](CC1)O (trans-3-bromocyclopentanol). Solvent: CN(C)C=O (DMF). Reaction conditions: time 1 hour. Yields the product Cl.NC1=C2N=C(N=C2N(C=N1)CC1=CC(=C(C=C1)OC)OC1CC(CC1)O)C(C)C (6-Amino-3-(3-(3-hydroxycyclopentyloxy)-4-methoxy-benzyl)-8-isopropyl-3H-purine hydrochloride). Yield: 18.1%. As a reaction SMILES: [ClH:1].[NH2:2][C:3]1[N:11]=[CH:10][N:9]([CH2:12][C:13]2[CH:18]=[CH:17][C:16]([O:19][CH3:20])=[C:15]([OH:21])[CH:14]=2)[C:8]2[C:4]=1[N:5]=[C:6]([CH:22]([CH3:24])[CH3:23])[N:7]=2.C(=O)([O-])[O-].[K+].[K+].Br[C@H:32]1[CH2:36][CH2:35][C@H:34]([OH:37])[CH2:33]1.BrC1CCC(O)C1>CN(C=O)C>[ClH:1].[NH2:2][C:3]1[N:11]=[CH:10][N:9]([CH2:12][C:13]2[CH:18]=[CH:17][C:16]([O:19][CH3:20])=[C:15]([O:21][CH:32]3[CH2:36][CH2:35][CH:34]([OH:37])[CH2:33]3)[CH:14]=2)[C:8]2[C:4]=1[N:5]=[C:6]([CH:22]([CH3:24])[CH3:23])[N:7]=2 |f:0.1,2.3.4,8.9|. Procedure: A solution of 6-amino-3-(3-hydroxy-4-methoxy-benzyl)-8-isopropyl-3H-purine hydrochloride (2.45 g, 7.0 mmole) in DMF (25 ml) was treated with potassium carbonate (5.80 g, 42 mmol), the mixture stirred at room temperature for 1 hour, then crude cis/trans-3-bromocyclopentanol (3.47 g, 21 mmole) was added. After 21 hours a second batch of potassium carbonate (2.90 g, 21 mmole) and 3-bromocyclopentanol (3.47 g, 21 mmole) were added. After stirring for 6 days the solid was filtered off and the solvent...